This data is from the Open Reaction Database (ORD), a public repository of structured organic reaction records. The task is: describe an organic reaction: reactants, conditions, products, and yield The reactants are Cc1cc(N(C)C)cc(F)c1Br, O=C=O, C1CCOC1, [Li]CCCC, [Na+], [OH-]. Product: Cc1cc(N(C)C)cc(F)c1C(=O)O. As a reaction SMILES: [Br:6][c:7]1[c:8]([F:17])[cH:9][c:10]([N:14]([CH3:15])[CH3:16])[cH:11][c:12]1[CH3:13].[C:18](=[O:19])=[O:20].[CH2:23]1[O:24][CH2:25][CH2:26][CH2:27]1.[CH3:1][CH2:2][CH2:3][CH2:4][Li:5].[Na+:22].[OH-:21]>>[c:7]1([C:18](=[O:19])[OH:20])[c:8]([F:17])[cH:9][c:10]([N:14]([CH3:15])[CH3:16])[cH:11][c:12]1[CH3:13]. Starting materials: CC=1SC=C(N1)C1=CC=C(S1)S(=O)(=O)Cl (5-(2-methylthiazol-4-yl)thiophene-2-sulphonylchloride), NC=1C=C(C(=O)OC)C=CC1 (methyl 3-aminobenzoate). Product: CC=1SC=C(N1)C1=CC=C(S1)S(=O)(=O)NC=1C=C(C(=O)OC)C=CC1 (Methyl 3-({[5-(2-methyl-1,3-thiazol-4-yl)-2-thienyl]sulfonyl}amino)benzoate). RXN SMILES: [CH3:1][C:2]1[S:3][CH:4]=[C:5]([C:7]2[S:11][C:10]([S:12](Cl)(=[O:14])=[O:13])=[CH:9][CH:8]=2)[N:6]=1.[NH2:16][C:17]1[CH:18]=[C:19]([CH:24]=[CH:25][CH:26]=1)[C:20]([O:22][CH3:23])=[O:21]>>[CH3:1][C:2]1[S:3][CH:4]=[C:5]([C:7]2[S:11][C:10]([S:12]([NH:16][C:17]3[CH:18]=[C:19]([CH:24]=[CH:25][CH:26]=3)[C:20]([O:22][CH3:23])=[O:21])(=[O:14])=[O:13])=[CH:9][CH:8]=2)[N:6]=1. Procedure: The title compound was prepared according to General Procedure 1, described in Example 1, with 5-(2-methylthiazol-4-yl)thiophene-2-sulphonylchloride (15.4 mg, 0.055 mmol) and methyl 3-aminobenzoate (7.6 mg, 0.050 mmol). 1H NMR (400 MHz, DMSO-d6) δ ppm 1.82-1.83 (s, 3H), 2.98-2.99 (s, 3H), 6.59-6.62 (m, 2H), 6.67-6.68 (s, 2H), 6.81-6.84 (m, 1H), 6.93-6.94 (m, 1H). MS (ESI+) m/z 395 [M+H]+. The reactants are CCOC(=O)c1ccc2c(c1)sc1cc(N(C)C)ccc12, CCO, [K+], [K], [OH-]. Yields the product [K], CN(C)c1ccc2c(c1)sc1cc(C(=O)O)ccc12. As a reaction SMILES: [CH2:3]([CH3:4])[O:5][C:6](=[O:7])[c:8]1[cH:9][cH:10][c:11]2[c:12]([s:13][c:14]3[c:15]2[cH:16][cH:17][c:18]([N:20]([CH3:21])[CH3:22])[cH:19]3)[cH:23]1.[CH3:25][CH2:26][OH:27].[K+:2].[K:24].[OH-:1]>>[K:24].[O:5]=[C:6]([OH:7])[c:8]1[cH:9][cH:10][c:11]2[c:12]([s:13][c:14]3[c:15]2[cH:16][cH:17][c:18]([N:20]([CH3:21])[CH3:22])[cH:19]3)[cH:23]1. Starting materials: Intermediate 16B, CC(C(N)C1=CC=CC=C1)(C)C (2,2-dimethyl-1-phenylpropan-1-amine), Cl (HCl), [O-]C#N.[K+] (potassium cyanate). Yields the product CC(C(C1=CC=CC=C1)NC(=O)N)(C)C (1-(2,2-dimethyl-1-phenylpropyl)urea). RXN SMILES: [CH3:1][C:2]([CH3:12])([CH3:11])[CH:3]([C:5]1[CH:10]=[CH:9][CH:8]=[CH:7][CH:6]=1)[NH2:4].Cl.[O-:14][C:15]#[N:16].[K+]>>[CH3:1][C:2]([CH3:12])([CH3:11])[CH:3]([NH:4][C:15]([NH2:16])=[O:14])[C:5]1[CH:10]=[CH:9][CH:8]=[CH:7][CH:6]=1 |f:2.3|. Procedure: In a manner simnilar to that described for Intermediate 16B, 2,2-dimethyl-1-phenylpropan-1-amine was reacted with HCl and potassium cyanate to provide 1-(2,2-dimethyl-1-phenylpropyl)urea. MS: [M+H]+ m/z 207. The reactants are C[Si](CCSC1=CC(=CC(=C1)C1=CC=CC=C1)F)(C)C (S-(2-trimethylsilylethyl)-3-fluoro-5-phenylthiophenol), FC1=CC(=CC(=C1)C1=CC=CC=C1)F (1,3-Difluoro-5-phenylbenzene). Product: FC=1C=C(C=C(C1)C1=CC=C(C=C1)F)S (3-Fluoro-5-(4-fluorophenyl)thiophenol). RXN SMILES: C[Si](C)(C)CC[S:5][C:6]1[CH:11]=[C:10]([C:12]2[CH:17]=[CH:16][CH:15]=[CH:14][CH:13]=2)[CH:9]=[C:8]([F:18])[CH:7]=1.[F:21]C1C=C(C2C=CC=CC=2)C=C(F)C=1>>[F:18][C:8]1[CH:7]=[C:6]([SH:5])[CH:11]=[C:10]([C:12]2[CH:17]=[CH:16][C:15]([F:21])=[CH:14][CH:13]=2)[CH:9]=1. Procedure details: Following the procedure described in Thiophenol 1, Step 3, but substituting S-(2-trimethylsilylethyl)-3-fluoro-5-(4-fluorophenyl)thiophenol for S-(2-trimethylsilylethyl)-3-fluoro-5-phenylthiophenol, the title compound was obtained as a liquid. The product is COC1=NC(C(O)c2ccc(C(F)(F)F)cc2)C(OC)=NC1C(C)C. Reaction SMILES: [CH2:14]([Li:15])[CH2:16][CH2:17][CH3:18].[CH2:31]1[O:32][CH2:33][CH2:34][CH2:35]1.[CH3:1][O:2][C:3]1=[N:8][CH2:7][C:6]([O:9][CH3:10])=[N:5][CH:4]1[CH:11]([CH3:12])[CH3:13].[CH3:36][CH2:37][O:38][C:39]([CH3:40])=[O:41].[F:19][C:20]([c:21]1[cH:22][cH:23][c:24]([CH:25]=[O:26])[cH:27][cH:28]1)([F:29])[F:30]>>[CH3:1][O:2][C:3]1=[N:8][CH:7]([CH:25]([c:24]2[cH:23][cH:22][c:21]([C:20]([F:19])([F:29])[F:30])[cH:28][cH:27]2)[OH:26])[C:6]([O:9][CH3:10])=[N:5][CH:4]1[CH:11]([CH3:12])[CH3:13]. Starting materials: [Li]CCCC, C1CCOC1, COC1=NC(C(C)C)C(OC)=NC1, CCOC(C)=O, O=Cc1ccc(C(F)(F)F)cc1. Starting materials: C5 aldehyde, CCCCC=O (n-valeraldehyde), C5 aldehyde, C(CCCCCCCCC)O (decanol). The product is C(CCCCCCCCC)O (decanol), C(CC)C(CO)CCCCC (2-propylheptanol). Reaction SMILES: [CH2:1]([OH:11])[CH2:2][CH2:3][CH2:4][CH2:5][CH2:6][CH2:7][CH2:8][CH2:9][CH3:10].[CH3:12][CH2:13][CH2:14][CH2:15][CH:16]=[O:17]>>[CH2:1]([OH:11])[CH2:2][CH2:3][CH2:4][CH2:5][CH2:6][CH2:7][CH2:8][CH2:9][CH3:10].[CH2:14]([CH:15]([CH2:1][CH2:2][CH2:3][CH2:4][CH3:5])[CH2:16][OH:17])[CH2:13][CH3:12]. Procedure: The C5 aldehyde mixture thus obtained can be converted, for example by aldol condensation and subsequent hydrogenation of the aldol condensate, to a decanol mixture. In the case of C5 aldehyde mixtures in which the proportion of n-valeraldehyde is less than 95%, it is advisable to remove a proportion of the 2-methylbutanal by distillation in order to obtain a high-quality decanol mixture with a content of 2-propylheptanol of more than 90%.